Dataset: the Open Reaction Database (ORD), a public repository of structured organic reaction records. Task: describe an organic reaction: reactants, conditions, products, and yield Reactants: IC=1C(NC(=NC1C(F)(F)F)SC)=O (5-Iodo-2-methylthio-6-trifluoromethyl-3H-pyrimidin-4-one), P(Cl)(Cl)(Cl)(Cl)Cl (phosphorous pentachloride). Solvent: P(=O)(Cl)(Cl)Cl (phosphoryl chloride). The product is ClC1=NC(=NC(=C1I)C(F)(F)F)SC (4-chloro-5-iodo-2-methylthio-6-trifluoromethylpyrimidine). The yield is 98.0%. As a reaction SMILES: [I:1][C:2]1[C:3](=O)[NH:4][C:5]([S:12][CH3:13])=[N:6][C:7]=1[C:8]([F:11])([F:10])[F:9].P(Cl)(Cl)(Cl)(Cl)[Cl:16]>P(Cl)(Cl)(Cl)=O>[Cl:16][C:3]1[C:2]([I:1])=[C:7]([C:8]([F:11])([F:10])[F:9])[N:6]=[C:5]([S:12][CH3:13])[N:4]=1. Procedure details: 5-Iodo-2-methylthio-6-trifluoromethyl-3H-pyrimidin-4-one (11.8 g) was dissolved in phosphoryl chloride (40 ml) and phosphorous pentachloride (7.9 g) was added at room temperature with stirring. The mixture was refluxed for 3 hr and the phosphoryl chloride was removed under reduced pressure. The residue was poured onto icy water and extracted with chloroform. The chloroform layer was washed with water and brine, respectively and dried over magnesium sulfate. The solvent was removed under reduced ... Reactants: ClCCl, Cc1cccc2sc3nc(CO)cn3c12, CN(C)C=O, O=[Mn]=O. The product is Cc1cccc2sc3nc(C=O)cn3c12. As a reaction SMILES: [CH2:16]([Cl:17])[Cl:18].[CH3:1][c:2]1[cH:3][cH:4][cH:5][c:6]2[c:7]1[n:8]1[c:9]([s:10]2)[n:11][c:12]([CH2:14][OH:15])[cH:13]1.[O:19]=[CH:20][N:21]([CH3:22])[CH3:23].[O:24]=[Mn:25]=[O:26]>>[CH3:1][c:2]1[cH:3][cH:4][cH:5][c:6]2[c:7]1[n:8]1[c:9]([s:10]2)[n:11][c:12]([CH:14]=[O:15])[cH:13]1.